From a dataset of the Open Reaction Database (ORD), a public repository of structured organic reaction records. describe an organic reaction: reactants, conditions, products, and yield Reactants: ClC1=CC=C(C=C1)C1(N=C(N(C1(C)C1=CC=C(C=C1)Cl)C(=O)Cl)C1=C(C=C(C=C1)C(C)(C)O)OCC)C (rac-(4S*,5R*)-4,5-bis-(4-chloro-phenyl)-2-[2-ethoxy-4-(1-hydroxy-1-methyl-ethyl)-phenyl]-4,5-dimethyl-4,5-dihydro-imidazole-1-carbonyl chloride), Cl.Cl.N1(CCNCC1)CCNS(=O)(=O)C (N-(2-piperazin-1-yl-ethyl)-methanesulfonamide dihydrochloride). Yields the product ClC1=CC=C(C=C1)[C@@]1(N=C(N([C@]1(C)C1=CC=C(C=C1)Cl)C(=O)N1CCN(CC1)CCNS(=O)(=O)C)C1=C(C=C(C=C1)C(C)(C)O)OCC)C (N-[2-(4-{(4S,5R)-4,5-Bis-(4-chloro-phenyl)-2-[2-ethoxy-4-(1-hydroxy-1-methyl-ethyl)-phenyl]-4,5-dimethyl-4,5-dihydro-imidazole-1-carbonyl}-piperazin-1-yl)-ethyl]-methanesulfonamide). RXN SMILES: [Cl:1][C:2]1[CH:7]=[CH:6][C:5]([C:8]2([CH3:37])[C:12]([C:14]3[CH:19]=[CH:18][C:17]([Cl:20])=[CH:16][CH:15]=3)([CH3:13])[N:11]([C:21](Cl)=[O:22])[C:10]([C:24]3[CH:29]=[CH:28][C:27]([C:30]([OH:33])([CH3:32])[CH3:31])=[CH:26][C:25]=3[O:34][CH2:35][CH3:36])=[N:9]2)=[CH:4][CH:3]=1.Cl.Cl.[N:40]1([CH2:46][CH2:47][NH:48][S:49]([CH3:52])(=[O:51])=[O:50])[CH2:45][CH2:44][NH:43][CH2:42][CH2:41]1>>[Cl:1][C:2]1[CH:7]=[CH:6][C:5]([C@@:8]2([CH3:37])[C@:12]([C:14]3[CH:15]=[CH:16][C:17]([Cl:20])=[CH:18][CH:19]=3)([CH3:13])[N:11]([C:21]([N:43]3[CH2:44][CH2:45][N:40]([CH2:46][CH2:47][NH:48][S:49]([CH3:52])(=[O:51])=[O:50])[CH2:41][CH2:42]3)=[O:22])[C:10]([C:24]3[CH:29]=[CH:28][C:27]([C:30]([OH:33])([CH3:31])[CH3:32])=[CH:26][C:25]=3[O:34][CH2:35][CH3:36])=[N:9]2)=[CH:4][CH:3]=1 |f:1.2.3|. Procedure: In a manner analogous to the method described in example 5, rac-(4S*,5R*)-4,5-bis-(4-chloro-phenyl)-2-[2-ethoxy-4-(1-hydroxy-1-methyl-ethyl)-phenyl]-4,5-dimethyl-4,5-dihydro-imidazole-1-carbonyl chloride was reacted with N-(2-piperazin-1-yl-ethyl)-methanesulfonamide dihydrochloride (prepared as described in Fotouhi, N. et al. WO 2005110996) to give the title compound as a racemic mixture. The enantiomers were then separated by supercritical fluid chromatography (Berger Instrument Multi-Gram II, ... Reactants: C(C)(=O)OC1=COC2=C1C=CC=C2 (Benzofuran-3-yl acetate), OS(=O)(=O)O (H2SO4). Run in CO (methanol). The product is O1CC(C2=C1C=CC=C2)=O (Benzofuran-3(2H)-one). The yield is 83.0%. RXN SMILES: C([O:4][C:5]1[C:9]2[CH:10]=[CH:11][CH:12]=[CH:13][C:8]=2[O:7][CH:6]=1)(=O)C.OS(O)(=O)=O>CO>[O:7]1[C:8]2[CH:13]=[CH:12][CH:11]=[CH:10][C:9]=2[C:5](=[O:4])[CH2:6]1. Procedure details: To a solution of benzofuran-3-yl acetate (8) (100 g, 1.42 mol) in methanol (350 mL) was added diluted (7.5%) H2SO4 (500 mL) at ambient temperature followed by heating to reflux for 1-3 h. The progress of the reaction was monitored by HPLC analysis. Upon completion of the reaction, the reaction mixture was cooled, filtered, and the slurry was washed with water, and vacuum dried to obtain the product meeting the desired specifications. Yield—83-100%. The reactants are CCOC(=O)CN(Cc1ccccc1)C(=O)C(N)C(C)C, Cc1ccccc1, c1ccncc1. The product is CC(C)C1NC(=O)CN(Cc2ccccc2)C1=O. RXN SMILES: [CH2:1]([O:3][C:4](=[O:2])[CH2:5][N:6]([C:7]([CH:8]([NH2:9])[CH:10]([CH3:11])[CH3:12])=[O:13])[CH2:14][c:15]1[cH:16][cH:17][cH:18][cH:19][cH:20]1)[CH3:21].[CH3:28][c:29]1[cH:30][cH:31][cH:32][cH:33][cH:34]1.[cH:22]1[cH:23][cH:24][n:25][cH:26][cH:27]1>>[O:3]=[C:4]1[CH2:5][N:6]([CH2:14][c:15]2[cH:16][cH:17][cH:18][cH:19][cH:20]2)[C:7](=[O:13])[CH:8]([CH:10]([CH3:11])[CH3:12])[NH:9]1. Reactants: FC1=CC=C(C=C1)N1CCNCC1 (1-(4-fluorophenyl)piperazine), N=1NC(=C2CCCCC12)CCC(=O)O (3-(4,5,6,7-tetrahydro-2H-indazol-3-yl)propionic acid), ClC1=CC=C(C=C1)C1CCNCC1 (4-(4-chlorophenyl)piperidine). The product is ClC1=CC=C(C=C1)N1N=C2CCCCC2=C1CCCN1CCN(CC1)C1=CC=C(C=C1)F (2-(4-chlorophenyl)-3-(3-(4-(4-fluorophenyl)piperazin-1-yl)propyl)-4,5,6,7-tetrahydro-2H-indazole). Reaction SMILES: [F:1][C:2]1[CH:7]=[CH:6][C:5]([N:8]2[CH2:13][CH2:12][NH:11][CH2:10][CH2:9]2)=[CH:4][CH:3]=1.[N:14]1[NH:15][C:16]([CH2:23][CH2:24][C:25](O)=O)=[C:17]2[C:22]=1[CH2:21][CH2:20][CH2:19][CH2:18]2.[Cl:28][C:29]1[CH:34]=[CH:33][C:32](C2CCNCC2)=[CH:31][CH:30]=1>>[Cl:28][C:29]1[CH:34]=[CH:33][C:32]([N:15]2[C:16]([CH2:23][CH2:24][CH2:25][N:11]3[CH2:12][CH2:13][N:8]([C:5]4[CH:4]=[CH:3][C:2]([F:1])=[CH:7][CH:6]=4)[CH2:9][CH2:10]3)=[C:17]3[C:22]([CH2:21][CH2:20][CH2:19][CH2:18]3)=[N:14]2)=[CH:31][CH:30]=1. Reported procedure: In the same manner as in Example 102 except that 3-(2-(4-chlorophenyl)-4,5,6,7-tetrahydro-2H-indazol-3-yl)propionic acid obtained in Starting Material Synthesis Example 12 and 1-(4-fluorophenyl)piperazine are used instead of 3-(4,5,6,7-tetrahydro-2H-indazol-3-yl)propionic acid obtained in Starting Material Synthesis Example 1 and 4-(4-chlorophenyl)piperidine, 2-(4-chlorophenyl)-3-(3-(4-(4-fluorophenyl)piperazin-1-yl)propyl)-4,5,6,7-tetrahydro-2H-indazole is obtained. Reactants: [Li]CCCC, Cc1ccccc1NC(=O)C(C)(C)C, CN=Cc1ccccc1C, CCCCCC, C1CCOC1. Product: CNC(Cc1ccccc1NC(=O)C(C)(C)C)c1ccccc1C. Reaction SMILES: [CH2:15]([Li:16])[CH2:17][CH2:18][CH3:19].[CH3:1][C:2]([C:3](=[O:4])[NH:5][c:6]1[c:7]([CH3:12])[cH:8][cH:9][cH:10][cH:11]1)([CH3:13])[CH3:14].[CH3:20][N:21]=[CH:22][c:23]1[c:24]([CH3:29])[cH:25][cH:26][cH:27][cH:28]1.[CH3:30][CH2:31][CH2:32][CH2:33][CH2:34][CH3:35].[O:36]1[CH2:37][CH2:38][CH2:39][CH2:40]1>>[CH3:1][C:2]([C:3](=[O:4])[NH:5][c:6]1[c:7]([CH2:12][CH:22]([NH:21][CH3:20])[c:23]2[c:24]([CH3:29])[cH:25][cH:26][cH:27][cH:28]2)[cH:8][cH:9][cH:10][cH:11]1)([CH3:13])[CH3:14]. The reactants are CCCC(C(OC(C)=O)C(=O)NC1CC1)N(Cc1ccccc1)Cc1ccccc1, CO, [Na+], [OH-], O. The product is CCCC(C(O)C(=O)NC1CC1)N(Cc1ccccc1)Cc1ccccc1. RXN SMILES: [C:1](=[O:2])([CH3:3])[O:4][CH:5]([C:6](=[O:7])[NH:8][CH:9]1[CH2:10][CH2:11]1)[CH:12]([CH2:13][CH2:14][CH3:15])[N:16]([CH2:17][c:18]1[cH:19][cH:20][cH:21][cH:22][cH:23]1)[CH2:24][c:25]1[cH:26][cH:27][cH:28][cH:29][cH:30]1.[CH3:33][OH:34].[Na+:32].[OH-:31].[OH2:35]>>[OH:4][CH:5]([C:6](=[O:7])[NH:8][CH:9]1[CH2:10][CH2:11]1)[CH:12]([CH2:13][CH2:14][CH3:15])[N:16]([CH2:17][c:18]1[cH:19][cH:20][cH:21][cH:22][cH:23]1)[CH2:24][c:25]1[cH:26][cH:27][cH:28][cH:29][cH:30]1. The reactants are CC=1N(C(=C(C(C1C(=O)OCOC(C(C)(C)C)=O)C1=CC(=CC=C1)[N+](=O)[O-])C(=O)OCOC(C(C)(C)C)=O)C)COC (bis(pivaloyloxymethyl) 1,4-dihydro-2,6-dimethyl-1-methoxymethyl-4-(3-nitrophenyl)-3,5-pyridinedicarboxylate). Run in C(C)(C)OC(C)C (isopropyl ether), O (water). Conditions: time 3 hour. Product: CC=1N(C(=C([C@H](C1C(=O)O)C1=CC(=CC=C1)[N+](=O)[O-])C(=O)OCOC(C(C)(C)C)=O)C)COC ((S)-1,4-dihydro-2,6-dimethyl-1-methoxymethyl-4-(3-nitrophenyl)-5-pivaloyloxymethoxycarbonyl-3-pyridinecarboxylic acid). The yield is 93.0%. Reaction SMILES: [CH3:1][C:2]1[N:3]([CH2:40][O:41][CH3:42])[C:4]([CH3:39])=[C:5]([C:28]([O:30]COC(=O)C(C)(C)C)=[O:29])[CH:6]([C:19]2[CH:24]=[CH:23][CH:22]=[C:21]([N+:25]([O-:27])=[O:26])[CH:20]=2)[C:7]=1[C:8]([O:10][CH2:11][O:12][C:13](=[O:18])[C:14]([CH3:17])([CH3:16])[CH3:15])=[O:9]>C(OC(C)C)(C)C.O>[CH3:39][C:4]1[N:3]([CH2:40][O:41][CH3:42])[C:2]([CH3:1])=[C:7]([C:8]([O:10][CH2:11][O:12][C:13](=[O:18])[C:14]([CH3:15])([CH3:16])[CH3:17])=[O:9])[C@@H:6]([C:19]2[CH:24]=[CH:23][CH:22]=[C:21]([N+:25]([O-:27])=[O:26])[CH:20]=2)[C:5]=1[C:28]([OH:30])=[O:29]. Procedure: In 20 ml of isopropyl ether saturated with water was dissolved 1.2 g of bis(pivaloyloxymethyl) 1,4-dihydro-2,6-dimethyl-1-methoxymethyl-4-(3-nitrophenyl)-3,5-pyridinedicarboxylate obtained in Example 1 or 2 as a substrate. To the substrate solution was added 300 mg of Lipase B, and the reaction system was stirred at room temperature for 3 hours. Any insoluble matter was removed by filtration and washed with dichloromethane. The filtrate was concentrated under reduced pressure, and the residue wa... Starting materials: Cc1ccc(S(=O)(=O)O)cc1, CO, CCOC(C)=O, COC(=O)c1ccc(O)c(CO)c1. Product: COCc1cc(C(=O)OC)ccc1O. As a reaction SMILES: [CH3:16][c:17]1[cH:18][cH:19][c:20]([S:21]([OH:22])(=[O:23])=[O:24])[cH:25][cH:26]1.[CH3:1][OH:2].[CH3:27][CH2:28][O:29][C:30]([CH3:31])=[O:32].[OH:3][c:4]1[c:5]([CH2:14][OH:15])[cH:6][c:7]([C:8](=[O:9])[O:10][CH3:11])[cH:12][cH:13]1>>[OH:3][c:4]1[c:5]([CH2:14][O:15][CH3:16])[cH:6][c:7]([C:8](=[O:9])[O:10][CH3:11])[cH:12][cH:13]1.